From a dataset of the Open Reaction Database (ORD), a public repository of structured organic reaction records. describe an organic reaction: reactants, conditions, products, and yield Starting materials: CSCC(NC(=O)OCc1ccccc1)C(=O)NC(Cc1ccccc1)C(O)CNC(=O)C1CCCN1C(C)(C)C, CO. Product: CS(=O)CC(NC(=O)OCc1ccccc1)C(=O)NC(Cc1ccccc1)C(O)CNC(=O)C1CCCN1C(C)(C)C. Reaction SMILES: [CH2:1]([c:2]1[cH:3][cH:4][cH:5][cH:6][cH:7]1)[O:8][C:9](=[O:10])[NH:11][CH:12]([CH2:13][S:14][CH3:15])[C:16](=[O:17])[NH:18][CH:19]([CH:20]([CH2:21][NH:22][C:23]([CH:24]1[N:25]([C:29]([CH3:30])([CH3:31])[CH3:32])[CH2:26][CH2:27][CH2:28]1)=[O:33])[OH:34])[CH2:35][c:36]1[cH:37][cH:38][cH:39][cH:40][cH:41]1.[CH3:42][OH:43]>>[CH2:1]([c:2]1[cH:3][cH:4][cH:5][cH:6][cH:7]1)[O:8][C:9](=[O:10])[NH:11][CH:12]([CH2:13][S:14]([CH3:15])=[O:43])[C:16](=[O:17])[NH:18][CH:19]([CH:20]([CH2:21][NH:22][C:23]([CH:24]1[N:25]([C:29]([CH3:30])([CH3:31])[CH3:32])[CH2:26][CH2:27][CH2:28]1)=[O:33])[OH:34])[CH2:35][c:36]1[cH:37][cH:38][cH:39][cH:40][cH:41]1. The reactants are N1(CCCC1)C1=CC=C(C=C1)NC(C)=O (N-(4-pyrrolidin-1-ylphenyl)acetamide), [N+](=O)(O)[O-] (nitric acid), OS(=O)(=O)O (H2SO4). Yields the product [N+](=O)([O-])C1=C(C=CC(=C1)N1CCCC1)NC(C)=O (N-(2-nitro-4-pyrrolidin-1-ylphenyl)acetamide). As a reaction SMILES: [N:1]1([C:6]2[CH:11]=[CH:10][C:9]([NH:12][C:13](=[O:15])[CH3:14])=[CH:8][CH:7]=2)[CH2:5][CH2:4][CH2:3][CH2:2]1.[N+:16]([O-])([OH:18])=[O:17].OS(O)(=O)=O>>[N+:16]([C:10]1[CH:11]=[C:6]([N:1]2[CH2:2][CH2:3][CH2:4][CH2:5]2)[CH:7]=[CH:8][C:9]=1[NH:12][C:13](=[O:15])[CH3:14])([O-:18])=[O:17]. Procedure: N-(4-Pyrrolidin-1-ylphenyl)acetamide obtained in step III above was nitrated using nitric acid (1.2 eq)+H2SO4 (1.0 eq) at 0 to 5° C. for 2 hrs. After the completion of the reaction, reaction mixture was added to ice and pH was adjusted to 8, extracted with dichloromethane, which was evaporated to dryness to obtain N-(2-nitro-4-pyrrolidin-1-ylphenyl)acetamide Starting materials: CC(=O)OC(C)=O, CN(C)c1ccncc1, CCO, COc1ccc(S(=O)(=O)N2C(=O)C(c3ccccc3OC)(N3CC(O)CC3C(=O)N(C)C)c3cc(Cl)ccc32)c(OC)c1. Product: COc1ccc(S(=O)(=O)N2C(=O)C(c3ccccc3OC)(N3CC(OC(C)=O)CC3C(=O)N(C)C)c3cc(Cl)ccc32)c(OC)c1. Reaction SMILES: [CH3:44][C:45](=[O:46])[O:47][C:48](=[O:49])[CH3:50].[CH3:51][N:52]([CH3:53])[c:54]1[cH:55][cH:56][n:57][cH:58][cH:59]1.[CH3:60][CH2:61][OH:62].[Cl:1][c:2]1[cH:3][c:4]2[c:8]([cH:9][cH:10]1)[N:7]([S:11](=[O:12])(=[O:13])[c:14]1[c:15]([O:22][CH3:23])[cH:16][c:17]([O:20][CH3:21])[cH:18][cH:19]1)[C:6](=[O:24])[C:5]2([c:25]1[c:26]([O:31][CH3:32])[cH:27][cH:28][cH:29][cH:30]1)[N:33]1[CH:34]([C:39](=[O:40])[N:41]([CH3:42])[CH3:43])[CH2:35][CH:36]([OH:38])[CH2:37]1>>[Cl:1][c:2]1[cH:3][c:4]2[c:8]([cH:9][cH:10]1)[N:7]([S:11](=[O:12])(=[O:13])[c:14]1[c:15]([O:22][CH3:23])[cH:16][c:17]([O:20][CH3:21])[cH:18][cH:19]1)[C:6](=[O:24])[C:5]2([c:25]1[c:26]([O:31][CH3:32])[cH:27][cH:28][cH:29][cH:30]1)[N:33]1[CH:34]([C:39](=[O:40])[N:41]([CH3:42])[CH3:43])[CH2:35][CH:36]([O:38][C:45]([CH3:44])=[O:46])[CH2:37]1. Starting materials: COC(=O)C(Br)c1ccc(Oc2ccc(Cl)cc2)cc1, CC(=O)Nc1ccc(O)cc1, C[O-], CO, [I-], [K+], [Na+], O, c1ccccc1. Product: COC(=O)C(Oc1ccc(NC(C)=O)cc1)c1ccc(Oc2ccc(Cl)cc2)cc1. RXN SMILES: [Br:17][CH:18]([C:19](=[O:20])[O:21][CH3:22])[c:23]1[cH:24][cH:25][c:26]([O:29][c:30]2[cH:31][cH:32][c:33]([Cl:36])[cH:34][cH:35]2)[cH:27][cH:28]1.[C:1]([CH3:2])(=[O:3])[NH:4][c:5]1[cH:6][cH:7][c:8]([OH:11])[cH:9][cH:10]1.[CH3:12][O-:13].[CH3:37][OH:38].[I-:16].[K+:15].[Na+:14].[OH2:45].[cH:39]1[cH:40][cH:41][cH:42][cH:43][cH:44]1>>[C:1]([CH3:2])(=[O:3])[NH:4][c:5]1[cH:6][cH:7][c:8]([O:11][CH:18]([C:19](=[O:20])[O:21][CH3:22])[c:23]2[cH:24][cH:25][c:26]([O:29][c:30]3[cH:31][cH:32][c:33]([Cl:36])[cH:34][cH:35]3)[cH:27][cH:28]2)[cH:9][cH:10]1. Reactants: O=C1C(Br)=C(c2c[nH]c3ccccc23)C(=O)N1c1ccccc1, C[Si](C)(C)[N-][Si](C)(C)C, Cc1ccccc1, [Li+], OB(O)c1cn2c3c(cccc13)CCC2, c1cc2c3c(c1)ccn3CCC2. The product is O=C1C(c2c[nH]c3ccccc23)=C(c2cn3c4c(cccc24)CCC3)C(=O)N1c1ccccc1. Reaction SMILES: [Br:1][C:2]1=[C:6]([c:7]2[cH:8][nH:9][c:10]3[cH:11][cH:12][cH:13][cH:14][c:15]23)[C:5](=[O:16])[N:4]([c:17]2[cH:18][cH:19][cH:20][cH:21][cH:22]2)[C:3]1=[O:23].[CH3:37][Si:38]([N-:39][Si:40]([CH3:41])([CH3:42])[CH3:43])([CH3:44])[CH3:45].[CH3:46][c:47]1[cH:48][cH:49][cH:50][cH:51][cH:52]1.[Li+:36].[c:53]1([B:54]([OH:55])[OH:56])[c:57]2[c:58]3[c:59]([cH:60][cH:61][cH:62]2)[CH2:63][CH2:64][CH2:65][n:66]3[cH:67]1.[cH:24]1[cH:25][n:26]2[c:35]3[c:30]([cH:31][cH:32][cH:33][c:34]13)[CH2:29][CH2:28][CH2:27]2>>[C:2]1([c:24]2[cH:25][n:26]3[c:35]4[c:30]([cH:31][cH:32][cH:33][c:34]24)[CH2:29][CH2:28][CH2:27]3)=[C:6]([c:7]2[cH:8][nH:9][c:10]3[cH:11][cH:12][cH:13][cH:14][c:15]23)[C:5](=[O:16])[N:4]([c:17]2[cH:18][cH:19][cH:20][cH:21][cH:22]2)[C:3]1=[O:23]. Reactants: C(C)(C)(C)C=1N=C(C2=C(N1)N(N=N2)CC2=C(C=CC=C2)Cl)N2CCOCC2 (5-tert-Butyl-3-(2-chloro-benzyl)-7-morpholin-4-yl-3H-[1,2,3]triazolo[4,5-d]pyrimidine), C(C)(C)(C)C=1N=C(C2=C(N1)N(N=N2)CC2=C(C=CC=C2)Cl)Cl (5-tert-butyl-7-chloro-3-(2-chlorobenzyl)-3H-[1,2,3]triazolo[4,5-d]pyrimidine), CN1N=CC=C1C1NCCC1 (1-methyl-5-(pyrrolidin-2-yl)-1H-pyrazole). The product is C(C)(C)(C)C=1N=C(C2=C(N1)N(N=N2)CC2=C(C=CC=C2)Cl)N2C(CCC2)C=2N(N=CC2)C (5-tert-Butyl-3-(2-chloro-benzyl)-7-[2-(2-methyl-2H-pyrazol-3-yl)-pyrrolidin-1-yl]-3H-[1,2,3]triazolo[4,5-d]pyrimidine). Reaction SMILES: [C:1]([C:5]1[N:6]=[C:7]([N:22]2[CH2:27][CH2:26]O[CH2:24][CH2:23]2)[C:8]2[N:13]=[N:12][N:11]([CH2:14][C:15]3[CH:20]=[CH:19][CH:18]=[CH:17][C:16]=3[Cl:21])[C:9]=2[N:10]=1)([CH3:4])([CH3:3])[CH3:2].C(C1N=C(Cl)C2N=[N:39][N:38]([CH2:41][C:42]3[CH:47]=CC=CC=3Cl)[C:36]=2N=1)(C)(C)C.CN1C(C2CCCN2)=CC=N1>>[C:1]([C:5]1[N:6]=[C:7]([N:22]2[CH2:27][CH2:26][CH2:24][CH:23]2[C:41]2[N:38]([CH3:36])[N:39]=[CH:47][CH:42]=2)[C:8]2[N:13]=[N:12][N:11]([CH2:14][C:15]3[CH:20]=[CH:19][CH:18]=[CH:17][C:16]=3[Cl:21])[C:9]=2[N:10]=1)([CH3:4])([CH3:3])[CH3:2]. Procedure details: In analogy to the procedure described for the synthesis of 5-tert-butyl-3-(2-chlorobenzyl)-7-morpholin-4-yl-3H-[1,2,3]triazolo[4,5-d]pyrimidine (example 1, step c), the title compound was prepared from 5-tert-butyl-7-chloro-3-(2-chlorobenzyl)-3H-[1,2,3]triazolo[4,5-d]pyrimidine and 1-methyl-5-(pyrrolidin-2-yl)-1H-pyrazole. MS (m/e): 451.4 Starting materials: CI, CN(C)C=O, [H-], [Na+], FC(F)(F)c1c[nH]c(-c2ccc(OCC3CO3)cc2)n1, O. Yields the product Cn1cc(C(F)(F)F)nc1-c1ccc(OCC2CO2)cc1. Reaction SMILES: [CH3:23][I:24].[CH3:26][N:27]([CH3:28])[CH:29]=[O:30].[H-:1].[Na+:2].[O:3]1[CH:4]([CH2:5][O:6][c:7]2[cH:8][cH:9][c:10](-[c:13]3[nH:14][cH:15][c:16]([C:18]([F:19])([F:20])[F:21])[n:17]3)[cH:11][cH:12]2)[CH2:22]1.[OH2:25]>>[O:3]1[CH:4]([CH2:5][O:6][c:7]2[cH:8][cH:9][c:10](-[c:13]3[n:14]([CH3:23])[cH:15][c:16]([C:18]([F:19])([F:20])[F:21])[n:17]3)[cH:11][cH:12]2)[CH2:22]1. The reactants are C(C)(C)(C)OC(=O)N1CC(C1)=O (3-Oxo-azetidine-1-carboxylic acid tert-butyl ester), [C-]#N.[K+] (potassium cyanide), C([O-])([O-])=O.[NH4+].[NH4+] (ammonium carbonate), C(C)O (ethanol). The solvent is O (water). Run at temperature 90 celsius. Product: C1NCC12C(NC(N2)=O)=O (2,6,8-triazaspiro[3.4]octane-5,7-dione), HCl-salt. RXN SMILES: C(OC([N:8]1[CH2:11][C:10](=O)[CH2:9]1)=O)(C)(C)C.[C-]#N.[K+].[C:16](=[O:19])([O-])[O-].[NH4+:20].[NH4+:21].[CH2:22]([OH:24])C>O>[CH2:11]1[C:10]2([NH:21][C:22](=[O:24])[NH:20][C:16]2=[O:19])[CH2:9][NH:8]1 |f:1.2,3.4.5|. Reported procedure: 3-Oxo-azetidine-1-carboxylic acid tert-butyl ester (1 eq.) and potassium cyanide (1.3 eq) are dissolved in ethanol before ammonium carbonate (8 eq.) in water is added. The mixture is heated to 90° C. for 19 h and monitored by LCMS. Upon completion, the solvent is removed in vacuum. The residue is diluted with water and the product filtered off. Boc-deprotection under standard conditions gives the desired hydantoine as HCl-salt ready for further modifications. Reactants: C1(=CC=CC=C1)C(C(=O)N1CCCCC1)=O (1-(phenylglyoxylyl)piperidine), C1(=CC=C(C=C1)S(=O)(=O)NN)C (p-toluenesulfonhydrazide), C1(=CC=CC=C1)C(C(=O)N1CCCCC1)=O (1-(phenylglyoxylyl)piperidine). Reagents/catalysts: S(O)(O)(=O)=O (sulfuric acid). Solvent: C(C)O (ethanol), C(C)O (ethanol). Run at time 1 hour. Yields the product C1(=CC=C(C=C1)S(=O)(=O)NN=C(C(=O)N1CCCCC1)C1=CC=CC=C1)C (1-(phenylglyoxylyl)piperidine p-toluenesulfonylhydrazone). Yield: 90.6%. RXN SMILES: [C:1]1([C:7](=O)[C:8]([N:10]2[CH2:15][CH2:14][CH2:13][CH2:12][CH2:11]2)=[O:9])[CH:6]=[CH:5][CH:4]=[CH:3][CH:2]=1.[C:17]1([CH3:28])[CH:22]=[CH:21][C:20]([S:23]([NH:26][NH2:27])(=[O:25])=[O:24])=[CH:19][CH:18]=1>S(=O)(=O)(O)O.C(O)C>[C:17]1([CH3:28])[CH:18]=[CH:19][C:20]([S:23]([NH:26][N:27]=[C:7]([C:1]2[CH:6]=[CH:5][CH:4]=[CH:3][CH:2]=2)[C:8]([N:10]2[CH2:15][CH2:14][CH2:13][CH2:12][CH2:11]2)=[O:9])(=[O:24])=[O:25])=[CH:21][CH:22]=1. Procedure: A solution of 98% sulfuric acid (121.7 g, 1.22 mol, 0.02 eq) in abs ethanol (1.0 L) was added dropwise to a stirred mixture of 1-(phenylglyoxylyl)piperidine (17.58 Kg, 80.9 mol, 1 eq), p-toluenesulfonhydrazide (16.20 Kg, 87.0 mol, 1.08 eq) and abs ethanol (50 L) at 20–30° C. The obtained mixture was stirred under reflux conditions until 1-(phenylglyoxylyl)piperidine disappeared (˜7 hours, TLC control). The mixture was stirred for 1 hour at 20–30° C. and for 1 hour at 0–5° C. The precipitated sol...